This data is from the Open Reaction Database (ORD), a public repository of structured organic reaction records. The task is: describe an organic reaction: reactants, conditions, products, and yield The reactants are CN(C=O)C (N,N-dimethylformamide), NC1=C(C=C(C(=N1)N1C=C(C(C2=CC(=C(C(=C12)Cl)F)F)=O)C(=O)O)F)F (1-(6-amino-3,5-difluoropyridine-2-yl)-8-chloro-6,7-difluoro-4-oxo-1,4-dihydroquinoline-3-carboxylic acid), Cl.OC1CNC1 (3-hydroxyazetidine hydrochloride), CN1CCCC1 (N-methylpyrrolidine). The solvent is C(C)O (ethanol). Conditions: temperature 85 celsius, time 10 minute. The product is NC1=C(C=C(C(=N1)N1C=C(C(C2=CC(=C(C(=C12)Cl)N1CC(C1)O)F)=O)C(=O)O)F)F (1-(6-amino-3,5-difluoropyridine-2-yl)-8-chloro-6-fluoro-7-(3-hydroxyazetidine-1-yl)-4-oxo-1,4-dihydroquinoline-3-carboxylic acid). Yield: 92.4%. RXN SMILES: CN(C)C=O.[NH2:6][C:7]1[N:12]=[C:11]([N:13]2[C:22]3[C:17](=[CH:18][C:19]([F:25])=[C:20](F)[C:21]=3[Cl:23])[C:16](=[O:26])[C:15]([C:27]([OH:29])=[O:28])=[CH:14]2)[C:10]([F:30])=[CH:9][C:8]=1[F:31].Cl.[OH:33][CH:34]1[CH2:37][NH:36][CH2:35]1.CN1CCCC1>C(O)C>[NH2:6][C:7]1[N:12]=[C:11]([N:13]2[C:22]3[C:17](=[CH:18][C:19]([F:25])=[C:20]([N:36]4[CH2:37][CH:34]([OH:33])[CH2:35]4)[C:21]=3[Cl:23])[C:16](=[O:26])[C:15]([C:27]([OH:29])=[O:28])=[CH:14]2)[C:10]([F:30])=[CH:9][C:8]=1[F:31] |f:2.3|. Procedure details: To 3.5 g of N,N-dimethylformamide were added 2.00 g of 1-(6-amino-3,5-difluoropyridine-2-yl)-8-chloro-6,7-difluoro-4-oxo-1,4-dihydroquinoline-3-carboxylic acid, 1.00 g of 3-hydroxyazetidine hydrochloride, and 2.00 g of N-methylpyrrolidine together with 0.2 ml of ethanol, and the mixture was stirred at 85° C. for 10 minutes. The solvent and the like were distilled off under reduced pressure. After adding 10 ml. of ethanol to the residue, the mixture was heated under reflux for 10 minutes and allo... The reactants are C(=O)(OCC)CC=1OC(=NN1)S (2-carbethoxymethyl-1,3,4-oxadiazol-5-thiol), N (ammonia). Run in C(C)O (ethanol), C(C)O (ethanol). Product: C(N)(=O)CC=1OC(=NN1)S (2-carbamoylmethyl-1,3,4-oxadiazole-5-thiol). As a reaction SMILES: [C:1]([CH2:6][C:7]1[O:8][C:9]([SH:12])=[N:10][N:11]=1)(OCC)=[O:2].[NH3:13]>C(O)C>[C:1]([CH2:6][C:7]1[O:8][C:9]([SH:12])=[N:10][N:11]=1)(=[O:2])[NH2:13]. Procedure details: A solution of 1.88 g (0.01 mol) of 2-carbethoxymethyl-1,3,4-oxadiazol-5-thiol in 25 ml of absolute ethanol is added dropwise at ambient temperature to 100 ml of a saturated solution of anhydrous ammonia in absolute ethanol. When the reaction is complete, as evidenced by thin layer chromatography, the solution is evaporated to dryness. The residue is dissolved in 100 ml of water and the aqueous solution is acidified to pH 2.5 with dilute hydrochloric acid and extracted with ethyl acetate. The ext... Reactants: C(C)(C)(C)OC(NCC1=CC(=CC=C1)NC(=S)N)=O (N-(3-thioureidophenylmethyl)carbamic acid t-butyl ester), C(C=C)Br (allyl bromide). The product is Br.C(C)(C)(C)OC(NCC1=CC(=CC=C1)NC(SCC=C)=N)=O (N-(3-(S-(2-propenyl)isothioureido)phenylmethyl)carbamic acid t-butyl ester hydrobromide). The yield is 34.0%. Reaction SMILES: [C:1]([O:5][C:6](=[O:19])[NH:7][CH2:8][C:9]1[CH:14]=[CH:13][CH:12]=[C:11]([NH:15][C:16]([NH2:18])=[S:17])[CH:10]=1)([CH3:4])([CH3:3])[CH3:2].[CH2:20]([Br:23])[CH:21]=[CH2:22]>>[BrH:23].[C:1]([O:5][C:6](=[O:19])[NH:7][CH2:8][C:9]1[CH:14]=[CH:13][CH:12]=[C:11]([NH:15][C:16](=[NH:18])[S:17][CH2:22][CH:21]=[CH2:20])[CH:10]=1)([CH3:4])([CH3:2])[CH3:3] |f:2.3|. Procedure: Using the compound obtained in Example 24 as a starting material and also using allyl bromide as a reagent, the same procedure of Example 4 gave 118 mg of the titled compound (yield, 34%). Reactants: COC1=C(C(=CC=C1)C=C[N+](=O)[O-])OC (1,2-Dimethoxy-3-(2-nitro-vinyl)-benzene), [H-].[Al+3].[Li+].[H-].[H-].[H-] (lithium aluminium hydride). The product is COC1=C(C=CC=C1OC)CCN (2-(2,3-Dimethoxyphenyl)-ethylamine). Reaction SMILES: [CH3:1][O:2][C:3]1[CH:8]=[CH:7][CH:6]=[C:5]([CH:9]=[CH:10][N+:11]([O-])=O)[C:4]=1[O:14][CH3:15].[H-].[Al+3].[Li+].[H-].[H-].[H-]>>[CH3:15][O:14][C:4]1[C:3]([O:2][CH3:1])=[CH:8][CH:7]=[CH:6][C:5]=1[CH2:9][CH2:10][NH2:11] |f:1.2.3.4.5.6|. Reported procedure: In close analogy to the procedure described above, 1,2-Dimethoxy-3-(2-nitro-vinyl)-benzene is reacted with lithium aluminium hydride to provide the title compound. Reported procedure: From intermediate 21 and tetrahydro-2H-pyran-4-ol, reacted in an analogous manner to the preparation of intermediate 45. (UPLC-MS 3) tR 0.53 min; ESI-MS 220.1 [M+H]+. Yields the product NC1=NC=C(C#N)C(=C1)OC1CCOCC1 (6-amino-4-((tetrahydro-2H-pyran-4-yl)oxy)nicotinonitrile). Reaction SMILES: [NH2:1][C:2]1[CH:9]=[C:8](F)[C:5]([C:6]#[N:7])=[CH:4][N:3]=1.[O:11]1[CH2:16][CH2:15][CH:14]([OH:17])[CH2:13][CH2:12]1>>[NH2:1][C:2]1[CH:9]=[C:8]([O:17][CH:14]2[CH2:15][CH2:16][O:11][CH2:12][CH2:13]2)[C:5]([C:6]#[N:7])=[CH:4][N:3]=1. The reactants are NC1=NC=C(C#N)C(=C1)F (6-amino-4-fluoronicotinonitrile), O1CCC(CC1)O (tetrahydro-2H-pyran-4-ol), intermediate 45. Reactants: BrC1=C(C=CC(=C1)Br)C(=O)N1CCN(CC1)C1=NC=C(C=C1C)C ((2,4-dibromophenyl)[4-(3,5-dimethylpyridin-2-yl)piperazin-1-yl]methanone), CN1C(NCC1)=O (1-methylimidazolidin-2-one). Product: CN1C(N(CC1)C1=C(C=CC(=C1)N1C(N(CC1)C)=O)C(=O)N1CCN(CC1)C1=NC=C(C=C1C)C)=O ([2,4-bis(3-methyl-2-oxoimidazolidin-1-yl)phenyl][4-(3,5-dimethylpyridin-2-yl)piperazin-1-yl]methanone). Yield: 29.8%. RXN SMILES: Br[C:2]1[CH:7]=[C:6](Br)[CH:5]=[CH:4][C:3]=1[C:9]([N:11]1[CH2:16][CH2:15][N:14]([C:17]2[C:22]([CH3:23])=[CH:21][C:20]([CH3:24])=[CH:19][N:18]=2)[CH2:13][CH2:12]1)=[O:10].[CH3:25][N:26]1[CH2:30][CH2:29][NH:28][C:27]1=[O:31]>>[CH3:25][N:26]1[CH2:30][CH2:29][N:28]([C:2]2[CH:7]=[C:6]([N:28]3[CH2:29][CH2:30][N:26]([CH3:25])[C:27]3=[O:31])[CH:5]=[CH:4][C:3]=2[C:9]([N:11]2[CH2:16][CH2:15][N:14]([C:17]3[C:22]([CH3:23])=[CH:21][C:20]([CH3:24])=[CH:19][N:18]=3)[CH2:13][CH2:12]2)=[O:10])[C:27]1=[O:31]. Procedure: Using (2,4-dibromophenyl)[4-(3,5-dimethylpyridin-2-yl)piperazin-1-yl]methanone (136 mg) described in Preparation Example 237 and 1-methylimidazolidin-2-one (90 mg) and by the reaction and treatment in the same manner as in Example 536, the title compound (44 mg) was obtained. Starting materials: Br, C=CCOc1ccc2ccc(=O)n(CC=C)c2n1, CC(=O)O. The product is C=CCn1c(=O)ccc2ccc(=O)[nH]c21. As a reaction SMILES: [BrH:19].[CH2:1]([CH:2]=[CH2:3])[n:4]1[c:5](=[O:18])[cH:6][cH:7][c:8]2[cH:9][cH:10][c:11]([O:14][CH2:15][CH:16]=[CH2:17])[n:12][c:13]12.[CH3:20][C:21](=[O:22])[OH:23]>>[CH2:1]([CH:2]=[CH2:3])[n:4]1[c:5](=[O:18])[cH:6][cH:7][c:8]2[cH:9][cH:10][c:11](=[O:14])[nH:12][c:13]12. As a reaction SMILES: [CH2:1]([NH:7][C:8]1[N:13]=[C:12](SC)[NH:11][C:10]2=[N:16][CH:17]=[CH:18][C:9]=12)[CH2:2][CH2:3][CH2:4][CH2:5][CH3:6]>[Ni]>[CH2:1]([NH:7][C:8]1[N:13]=[CH:12][NH:11][C:10]2=[N:16][CH:17]=[CH:18][C:9]=12)[CH2:2][CH2:3][CH2:4][CH2:5][CH3:6]. Procedure details: Into a flask equipped with a stirring bar and reflux condenser were introduced 4-(n-hexylamino)-2-methylthio-pyrrolo[2,3-d]-pyrimidine (100 mg) and 5 ml of Raney nickel ethanolic slurry (c.a. 0.6 g/ml; 10 months old). The mixture was heated at reflux and additional 5 ml portions of Raney nickel slurry were added at 12 hour intervals for 48 hours at which point tlc (24:1 CHCl3 -MeO) indicated that the reaction was complete. The Raney nickel was removed by filtration through Celite. Evaporation of... The reagents and catalysts are [Ni] (Raney nickel), [Ni] (Raney nickel). Reactants: C(CCCCC)NC1=C2C(NC(=N1)SC)=NC=C2 (4-(n-hexylamino)-2-methylthio-pyrrolo[2,3-d]-pyrimidine). Product: C(CCCCC)NC1=C2C(NC=N1)=NC=C2 (4-(n-Hexylamino)pyrrolo[2,3-d]pyrimidine). The reactants are Cc1ccc(N)cc1, COc1ccc(Cl)cc1. The reagents and catalysts are CCN=P(N=P(N(C)C)(N(C)C)N(C)C)(N(C)C)N(C)C (P2Et), CC(C)c1cc(C(C)C)c(-c2ccccc2P(C2CCCCC2)(C2CCCCC2)->[Pd]2(OS(=O)(=O)C(F)(F)F)<-Nc3ccccc3-c3ccccc32)c(C(C)C)c1 (XPhos). Run in CS(=O)C (DMSO), CS(=O)C (DMSO), CS(=O)C (DMSO), CS(=O)C (DMSO), CS(=O)C (DMSO). Reaction conditions: temperature 60 celsius, time 16 hour. The product is COc1ccc(Nc2ccc(C)cc2)cc1. The yield is 2.1%. Procedure: These solutions were added to a 384-
well source plate (80 µL per well). The Mosquito HTS liquid handling robot was used to dose
each of these solutions (200 nL each) into a 1536-well plate.